From a dataset of the Open Reaction Database (ORD), a public repository of structured organic reaction records. describe an organic reaction: reactants, conditions, products, and yield Reactants: C=O (formalin), N (ammonia), O(C1=CC=CC=C1)C=1C=C(CCl)C=CC1 (3-phenoxybenzyl chloride), O(C1=CC=CC=C1)C=1C=C(C(Cl)Cl)C=CC1 (3-phenoxybenzal chloride), dichloride. Run in C(C)(=O)O (acetic acid). Conditions: time 3 hour. The product is O(C1=CC=CC=C1)C=1C=C(C=O)C=CC1 (3-phenoxybenzaldehyde). RXN SMILES: C=O.N.[O:4]([C:11]1[CH:12]=[C:13]([CH:16]=[CH:17][CH:18]=1)[CH2:14]Cl)[C:5]1[CH:10]=[CH:9][CH:8]=[CH:7][CH:6]=1.[O:19](C1C=C(C=CC=1)C(Cl)Cl)C1C=CC=CC=1>C(O)(=O)C>[O:4]([C:11]1[CH:12]=[C:13]([CH:16]=[CH:17][CH:18]=1)[CH:14]=[O:19])[C:5]1[CH:10]=[CH:9][CH:8]=[CH:7][CH:6]=1. Procedure: A solution of formalin (40%, 150 ml) was cooled to 10° C and then treated with aqueous ammonia solution (35%, 75 ml) over 15 minutes. A mixture of 3-phenoxybenzyl chloride and 3-phenoxybenzal chloride containing 70% monochloride chloride and 30% dichloride mixture (50 g) was added and the mixture stirred under a nitrogen blanket for 3 hours. The mixture was then acidified with acetic acid (150 ml), stirred for a further 3 hours in the cold, and then refluxed for 4 hours. After cooling, the react... Starting materials: COC(C1=C(C=C(C(=C1)C(C)=O)C(F)(F)F)NC(C)=O)=O (5-acetyl-2-acetylamino-4-trifluoromethyl-benzoic acid methyl ester), O (water), S(O)(O)(=O)=O (sulfuric acid). Solvent: CCOC(=O)C (EtOAc), CO (MeOH). Product: COC(C1=C(C=C(C(=C1)C(C)=O)C(F)(F)F)N)=O (5-acetyl-2-amino-4-trifluoromethyl-benzoic acid methyl ester). The yield is 100.0%. Reaction SMILES: [CH3:1][O:2][C:3](=[O:21])[C:4]1[CH:9]=[C:8]([C:10](=[O:12])[CH3:11])[C:7]([C:13]([F:16])([F:15])[F:14])=[CH:6][C:5]=1[NH:17]C(=O)C.O.S(=O)(=O)(O)O>CO.CCOC(C)=O>[CH3:1][O:2][C:3](=[O:21])[C:4]1[CH:9]=[C:8]([C:10](=[O:12])[CH3:11])[C:7]([C:13]([F:14])([F:16])[F:15])=[CH:6][C:5]=1[NH2:17]. Procedure: A solution of 5-acetyl-2-acetylamino-4-trifluoromethyl-benzoic acid methyl ester (11.5 g, 37.8 mmol) in MeOH (120 mL)/water (24 mL) was cooled to 0° C. and concentrated sulfuric acid (15.0 mL, 271 mmol) was added dropwise. Upon completion of the addition, the mixture was heated to reflux for 45 min under nitrogen, and then allowed to cool to r.t. The mixture was diluted with EtOAc and washed once with water. The organic layer was dried over anhydrous sodium sulfate, filtered, and concentrated in... Reactants: CI, N#Cc1ccc(-c2ccc3c(c2)C(c2cccs2)(c2cccs2)OCC(=O)N3)[nH]1. Product: Cn1c(C#N)ccc1-c1ccc2c(c1)C(c1cccs1)(c1cccs1)OCC(=O)N2. RXN SMILES: [I:30][CH3:31].[O:1]=[C:2]1[NH:3][c:4]2[c:5]([cH:19][c:20](-[c:23]3[cH:24][cH:25][c:26]([C:28]#[N:29])[nH:27]3)[cH:21][cH:22]2)[C:6]([c:9]2[s:10][cH:11][cH:12][cH:13]2)([c:14]2[s:15][cH:16][cH:17][cH:18]2)[O:7][CH2:8]1>>[O:1]=[C:2]1[NH:3][c:4]2[c:5]([cH:19][c:20](-[c:23]3[cH:24][cH:25][c:26]([C:28]#[N:29])[n:27]3[CH3:31])[cH:21][cH:22]2)[C:6]([c:9]2[s:10][cH:11][cH:12][cH:13]2)([c:14]2[s:15][cH:16][cH:17][cH:18]2)[O:7][CH2:8]1. Starting materials: [Al+3], O=C1NCCc2cc(OCc3cccc(F)c3)ccc21, [H-], [H-], [H-], [H-], [Li+], C1CCOC1, O. Yields the product Fc1cccc(COc2ccc3c(c2)CCNC3)c1. RXN SMILES: [Al+3:22].[F:1][c:2]1[cH:3][c:4]([CH2:5][O:6][c:7]2[cH:8][c:9]3[c:14]([cH:15][cH:16]2)[C:13](=[O:17])[NH:12][CH2:11][CH2:10]3)[cH:18][cH:19][cH:20]1.[H-:21].[H-:24].[H-:25].[H-:26].[Li+:23].[O:28]1[CH2:29][CH2:30][CH2:31][CH2:32]1.[OH2:27]>>[F:1][c:2]1[cH:3][c:4]([CH2:5][O:6][c:7]2[cH:8][c:9]3[c:14]([cH:15][cH:16]2)[CH2:13][NH:12][CH2:11][CH2:10]3)[cH:18][cH:19][cH:20]1. Procedure: A solution of borane-tetrahydrofuran complex in tetrahydrofuran (1M, 25 ml) was added dropwise to a stirred, ice-bath cooled solution of the product from Description 44 (5.8 g, 13.5 mmol) in tetrahydrofuran (70 ml). The cold-bath was removed and the mixture was stirred at ambient temperature. After 30 minutes, the mixture was cooled to 0° C. and carefully treated with 2M aqueous NaOH (20 ml) and 35% hydrogen peroxide (20 ml). The cold bath was removed and the mixture was stirred for 1 hour. Afte... The product is FC(C=1C=C(C=C(C1)C(F)(F)F)[C@@H](C)O[C@@H]1[C@H](C(COC1)CO)C1=CC=CC=C1)(F)F ([(3RS,4R,5R)-5-{(1R)-1-[3,5-Bis(trifluoromethyl)phenyl]ethoxy}-4-phenyl-tetrahydropyran-3-yl]methanol). Conditions: time 30 minute. The reactants are C(C)OC(=O)[C@]1(CN(CCC1)C[C@@H]1COC[C@@H]([C@H]1C1=CC=CC=C1)O[C@H](C)C1=CC(=CC(=C1)C(F)(F)F)C(F)(F)F)C ((3R)-1-((3R,4R,5R)-5-{(1R)-1-[3,5-Bis(trifluoromethyl)phenyl]ethoxy}-tetrahydro-4-phenylpyran-3-ylmethyl)-3-methylpiperidine-3-carboxylic acid ethyl ester), 44, O1CCCC1 (tetrahydrofuran), alcohols, ( 3S ), O1CCCC1 (tetrahydrofuran). Reaction SMILES: C(OC([C@]1(C)CCCN([CH2:12][C@H:13]2[C@H:18]([C:19]3[CH:24]=[CH:23][CH:22]=[CH:21][CH:20]=3)[C@@H:17]([O:25][C@@H:26]([C:28]3[CH:33]=[C:32]([C:34]([F:37])([F:36])[F:35])[CH:31]=[C:30]([C:38]([F:41])([F:40])[F:39])[CH:29]=3)[CH3:27])[CH2:16][O:15][CH2:14]2)C1)=O)C.[O:43]1CCCC1>>[F:39][C:38]([F:40])([F:41])[C:30]1[CH:29]=[C:28]([C@H:26]([O:25][C@H:17]2[CH2:16][O:15][CH2:14][CH:13]([CH2:12][OH:43])[C@@H:18]2[C:19]2[CH:20]=[CH:21][CH:22]=[CH:23][CH:24]=2)[CH3:27])[CH:33]=[C:32]([C:34]([F:37])([F:35])[F:36])[CH:31]=1.